describe an organic reaction: reactants, conditions, products, and yield From a dataset of the Open Reaction Database (ORD), a public repository of structured organic reaction records. Reactants: NS(=O)(=O)C1=CC=C(C=C1)CC(=O)C1=CC=CC=C1 (2-[4-aminosulfonylphenyl]-1-phenyl-ethan-1-one), C(C(=O)C)CC(C)=O (acetonylacetone), C(=O)([O-])[O-].[Na+].[Na+] (Na2CO3), ice, S(=O)(Cl)Cl (Thionyl chloride). Solvent: C(C)(=O)OCC (ethyl acetate), CCCCCC (hexane), C(C)O (ethanol). The product is CC=1N(C(=CC1)C)S(=O)(=O)C1=CC=C(C=C1)CC(C1=CC=CC=C1)=O (2,5-dimethyl-1-[[4-(2-oxo-2-phenylethyl)phenyl]sulfonyl]-1H-pyrrole). The yield is 47.5%. RXN SMILES: S(Cl)(Cl)=O.[NH2:5][S:6]([C:9]1[CH:14]=[CH:13][C:12]([CH2:15][C:16]([C:18]2[CH:23]=[CH:22][CH:21]=[CH:20][CH:19]=2)=[O:17])=[CH:11][CH:10]=1)(=[O:8])=[O:7].[CH2:24]([CH2:28][C:29](=O)[CH3:30])[C:25]([CH3:27])=O.C([O-])([O-])=O.[Na+].[Na+]>C(OCC)(=O)C.CCCCCC.C(O)C>[CH3:30][C:29]1[N:5]([S:6]([C:9]2[CH:10]=[CH:11][C:12]([CH2:15][C:16](=[O:17])[C:18]3[CH:19]=[CH:20][CH:21]=[CH:22][CH:23]=3)=[CH:13][CH:14]=2)(=[O:7])=[O:8])[C:25]([CH3:27])=[CH:24][CH:28]=1 |f:3.4.5|. Reported procedure: Thionyl chloride (25 mL, 0.34 mol) was added dropwise to ethanol (540 mL). The reaction was heated to reflux for 15 minutes and cooled. The solution was treated with 2-[4-aminosulfonylphenyl]-1-phenyl-ethan-1-one from Step 1 (20.0 g, 72.64 mmol) and acetonylacetone (12.8 mL, 108.96 mmol), and reheated to reflux for 30 minutes. After cooling to room temperature, the solution was poured into rapidly stirred saturated aqueous Na2CO3 and ice (1500 mL). The aqueous phase was extracted with ethyl acet... Yields the product CC=1C=C(SC1)B1OCCCO1 (2-(4-Methyl-thiophen-2-yl)-[1,3,2]dioxaborinane). Reactants: CC1=CSC=C1 (3-methylthiophene), [Li]CCCC (n-BuLi), CCCCCC (hexane), COB(OC)OC (trimethylborate), C(CCO)O (1,3-propanediol). RXN SMILES: [CH3:1][C:2]1[CH:6]=[CH:5][S:4][CH:3]=1.[Li][CH2:8][CH2:9][CH2:10]C.CCCCCC.C[O:19][B:20](OC)[O:21]C.C(O)CCO>C(OCC)C>[CH3:1][C:2]1[CH:6]=[C:5]([B:20]2[O:21][CH2:10][CH2:9][CH2:8][O:19]2)[S:4][CH:3]=1. Procedure details: To a solution of 3-methylthiophene (10.0 g, 0.1 mol) in 120 ml of anhydrous diethyl ether was added 2.5 M n-BuLi in hexane (40 ml, 0.1 mol) at room temperature. After stirring at room temperature for 30 min, the resulting solution was refluxed for 1 h. The mixture was cooled down to −76° C. and trimethylborate (16.72 ml, 150 mol) was added slowly. The mixture was allowed to warm to room temperature and stirred for 2 h. After quenching with 10% HCl (150 ml), the organic layer was separated and th... The solvent is C(C)OCC (diethyl ether). Conditions: time 30 minute. Reactants: NC1=CC2=C(N(C(=N2)C2=CC=CC=C2)C2=CC=CC=C2)C=C1 (5-Amino-1,2-diphenyl-1H-benzimidazole), COC1=CC=C(C=C1)S(=O)(=O)Cl (4-methoxybenzenesulfonic acid chloride). The product is C1(=CC=CC=C1)N1C(=NC2=C1C=CC(=C2)N(S(=O)(=O)C2=CC=C(C=C2)OC)S(=O)(=O)C2=CC=C(C=C2)OC)C2=CC=CC=C2 (N-(1,2-Diphenyl-1H-benzimidazol-5-yl)-N-(4-methoxyphenylsulfonyl)-4-methoxybenzenesulfonamide). Reaction SMILES: [NH2:1][C:2]1[CH:22]=[CH:21][C:5]2[N:6]([C:15]3[CH:20]=[CH:19][CH:18]=[CH:17][CH:16]=3)[C:7]([C:9]3[CH:14]=[CH:13][CH:12]=[CH:11][CH:10]=3)=[N:8][C:4]=2[CH:3]=1.[CH3:23][O:24][C:25]1[CH:30]=[CH:29][C:28]([S:31](Cl)(=[O:33])=[O:32])=[CH:27][CH:26]=1>>[C:15]1([N:6]2[C:5]3[CH:21]=[CH:22][C:2]([N:1]([S:31]([C:28]4[CH:27]=[CH:26][C:25]([O:24][CH3:23])=[CH:30][CH:29]=4)(=[O:33])=[O:32])[S:31]([C:28]4[CH:29]=[CH:30][C:25]([O:24][CH3:23])=[CH:26][CH:27]=4)(=[O:33])=[O:32])=[CH:3][C:4]=3[N:8]=[C:7]2[C:9]2[CH:14]=[CH:13][CH:12]=[CH:11][CH:10]=2)[CH:16]=[CH:17][CH:18]=[CH:19][CH:20]=1. Procedure details: 5-Amino-1,2-diphenyl-1H-benzimidazole was reacted with 4-methoxybenzenesulfonic acid chloride according to general operating instructions 13.